This data is from the Open Reaction Database (ORD), a public repository of structured organic reaction records. The task is: describe an organic reaction: reactants, conditions, products, and yield The reactants are O=C(OCc1ccccc1)c1ccc2c(ccn2Cc2ccccc2)c1, CO, C[O-], Cl, N=C(N)N, [Na+]. Product: Cl, N=C(N)NC(=O)c1ccc2c(ccn2Cc2ccccc2)c1. Reaction SMILES: [CH2:9]([c:10]1[cH:11][cH:12][cH:13][cH:14][cH:15]1)[n:16]1[cH:17][cH:18][c:19]2[cH:20][c:21]([C:25](=[O:26])[O:27][CH2:28][c:29]3[cH:30][cH:31][cH:32][cH:33][cH:34]3)[cH:22][cH:23][c:24]12.[CH3:35][OH:36].[CH3:6][O-:7].[ClH:1].[NH2:2][C:3](=[NH:4])[NH2:5].[Na+:8]>>[ClH:1].[NH:2]=[C:3]([NH:4][C:25]([c:21]1[cH:20][c:19]2[cH:18][cH:17][n:16]([CH2:9][c:10]3[cH:11][cH:12][cH:13][cH:14][cH:15]3)[c:24]2[cH:23][cH:22]1)=[O:26])[NH2:5]. Starting materials: C(C)OC1(CC1)O[Si](C)(C)C ([(1-ethoxycyclopropyl)oxy]trimethylsilane), C(#N)[BH3-].[Na+] (sodium cyanoborohydride), C(C1=CC=2OCOC2C=C1)N1CCN(CC1)C(CNC1=CC=C(C=C1)O)=O (1-(4-piperonylpiperazin-1-yl)-2-(4-hydroxyphenylamino)ethanone), C(C)(=O)O (acetic acid), /16. The solvent is CO (methanol). Conditions: temperature 60 celsius, time 16 hour. Yields the product C(C1=CC=2OCOC2C=C1)N1CCN(CC1)C(CN(C1=CC=C(C=C1)O)C1CC1)=O (1-(4-piperonylpiperazin-1-yl)-2-[cyclopropyl(4-hydroxyphenyl)amino]ethanone). RXN SMILES: [CH2:1]([N:11]1[CH2:16][CH2:15][N:14]([C:17](=[O:27])[CH2:18][NH:19][C:20]2[CH:25]=[CH:24][C:23]([OH:26])=[CH:22][CH:21]=2)[CH2:13][CH2:12]1)[C:2]1[CH:10]=[CH:9][C:8]2[O:7][CH2:6][O:5][C:4]=2[CH:3]=1.C(O)(=O)C.C(O[C:35]1(O[Si](C)(C)C)[CH2:37][CH2:36]1)C.C([BH3-])#N.[Na+]>CO>[CH2:1]([N:11]1[CH2:16][CH2:15][N:14]([C:17](=[O:27])[CH2:18][N:19]([CH:35]2[CH2:37][CH2:36]2)[C:20]2[CH:21]=[CH:22][C:23]([OH:26])=[CH:24][CH:25]=2)[CH2:13][CH2:12]1)[C:2]1[CH:10]=[CH:9][C:8]2[O:7][CH2:6][O:5][C:4]=2[CH:3]=1 |f:3.4|. Procedure details: To a solution of 1-(4-piperonylpiperazin-1-yl)-2-(4-hydroxyphenylamino)ethanone (1.00 g, 2.7 mmol) in methanol (10 mL) were added acetic acid (1.55 mL, 27 mmol), molecular sieves 3A1/16 (1.00 g), [(1-ethoxycyclopropyl)oxy]trimethylsilane (0.653 mL, 3.2 mmol) and sodium cyanoborohydride (770 mg, 12 mmol). The resulting solution was stirred for 16 hours at 60° C. This reaction solution was filtered and concentrated, and to the residue were added ethyl acetate and water. The aqueous layer was adjus... Starting materials: O=C([O-])[O-], CS(C)=O, CCc1cc(O)ccc1Cl, [Cs+], [Cs+], O=[N+]([O-])c1cccc([N+](=O)[O-])c1. The product is CCc1cc(Oc2cccc([N+](=O)[O-])c2)ccc1Cl. RXN SMILES: [C:23](=[O:24])([O-:25])[O-:26].[CH3:29][S:30]([CH3:31])=[O:32].[Cl:13][c:14]1[c:15]([CH2:21][CH3:22])[cH:16][c:17]([OH:20])[cH:18][cH:19]1.[Cs+:27].[Cs+:28].[O-:1][N+:2](=[O:3])[c:4]1[cH:5][cH:6][cH:7][c:8]([N+:10]([O-:11])=[O:12])[cH:9]1>>[c:4]1([O:20][c:17]2[cH:16][c:15]([CH2:21][CH3:22])[c:14]([Cl:13])[cH:19][cH:18]2)[cH:5][cH:6][cH:7][c:8]([N+:10]([O-:11])=[O:12])[cH:9]1. The reactants are CC(=O)O[BH-](OC(C)=O)OC(C)=O, COC(=O)c1cc(C=O)ccc1F, CC(=O)O, CC#N, ClCCl, Cc1cc2c(cc1C(F)(F)F)NCCCC2N(Cc1cc(C(F)(F)F)cc(C(F)(F)F)c1)c1nnn(C)n1, [Na+]. Product: COC(=O)c1cc(CN2CCCC(N(Cc3cc(C(F)(F)F)cc(C(F)(F)F)c3)c3nnn(C)n3)c3cc(C)c(C(F)(F)F)cc32)ccc1F. Reaction SMILES: [C:1]([O:2][BH-:3]([O:4][C:5](=[O:6])[CH3:7])[O:8][C:9](=[O:10])[CH3:11])(=[O:12])[CH3:13].[CH3:53][O:54][C:55]([c:56]1[c:57]([F:64])[cH:58][cH:59][c:60]([CH:62]=[O:63])[cH:61]1)=[O:65].[CH3:66][C:67](=[O:68])[OH:69].[CH3:70][C:71]#[N:72].[Cl:73][CH2:74][Cl:75].[F:15][C:16]([c:17]1[cH:18][c:19]([CH2:20][N:21]([CH:22]2[c:23]3[c:24]([cH:29][c:30]([C:34]([F:35])([F:36])[F:37])[c:31]([CH3:33])[cH:32]3)[NH:25][CH2:26][CH2:27][CH2:28]2)[c:38]2[n:39][n:40][n:41]([CH3:43])[n:42]2)[cH:44][c:45]([C:47]([F:48])([F:49])[F:50])[cH:46]1)([F:51])[F:52].[Na+:14]>>[F:15][C:16]([c:17]1[cH:18][c:19]([CH2:20][N:21]([CH:22]2[c:23]3[c:24]([cH:29][c:30]([C:34]([F:35])([F:36])[F:37])[c:31]([CH3:33])[cH:32]3)[N:25]([CH2:62][c:60]3[cH:59][cH:58][c:57]([F:64])[c:56]([C:55]([O:54][CH3:53])=[O:65])[cH:61]3)[CH2:26][CH2:27][CH2:28]2)[c:38]2[n:39][n:40][n:41]([CH3:43])[n:42]2)[cH:44][c:45]([C:47]([F:48])([F:49])[F:50])[cH:46]1)([F:51])[F:52]. Reactants: COc1ccc(-c2cc(CCC=O)nn2C(C)(C)C)cc1, CCN(C(C)C)C(C)C, c1ccc(N2CCNCC2)cc1. Yields the product COc1ccc(-c2cc(CCCN3CCN(c4ccccc4)CC3)nn2C(C)(C)C)cc1. As a reaction SMILES: [C:1]([CH3:2])([CH3:3])([CH3:4])[n:5]1[n:6][c:7]([CH2:18][CH2:19][CH:20]=[O:21])[cH:8][c:9]1-[c:10]1[cH:11][cH:12][c:13]([O:16][CH3:17])[cH:14][cH:15]1.[CH:34]([N:35]([CH2:36][CH3:37])[CH:38]([CH3:39])[CH3:40])([CH3:41])[CH3:42].[c:22]1([N:28]2[CH2:29][CH2:30][NH:31][CH2:32][CH2:33]2)[cH:23][cH:24][cH:25][cH:26][cH:27]1>>[C:1]([CH3:2])([CH3:3])([CH3:4])[n:5]1[n:6][c:7]([CH2:18][CH2:19][CH2:20][N:31]2[CH2:30][CH2:29][N:28]([c:22]3[cH:23][cH:24][cH:25][cH:26][cH:27]3)[CH2:33][CH2:32]2)[cH:8][c:9]1-[c:10]1[cH:11][cH:12][c:13]([O:16][CH3:17])[cH:14][cH:15]1. The reactants are O=C([O-])[O-], CCCn1nc2c(N(C(=O)OC(C)(C)C)C(=O)OC(C)(C)C)nc3ccccc3c2c1CCCCOC(C)=O, CO, [K+], [K+]. Yields the product CCCn1nc2c(N(C(=O)OC(C)(C)C)C(=O)OC(C)(C)C)nc3ccccc3c2c1CCCCO. RXN SMILES: [C:1](=[O:2])([O-:3])[O-:4].[C:7](=[O:8])([CH3:9])[O:10][CH2:11][CH2:12][CH2:13][CH2:14][c:15]1[n:16]([CH2:43][CH2:44][CH3:45])[n:17][c:18]2[c:19]([N:28]([C:29](=[O:30])[O:31][C:32]([CH3:33])([CH3:34])[CH3:35])[C:36](=[O:37])[O:38][C:39]([CH3:40])([CH3:41])[CH3:42])[n:20][c:21]3[cH:22][cH:23][cH:24][cH:25][c:26]3[c:27]12.[CH3:46][OH:47].[K+:5].[K+:6]>>[OH:10][CH2:11][CH2:12][CH2:13][CH2:14][c:15]1[n:16]([CH2:43][CH2:44][CH3:45])[n:17][c:18]2[c:19]([N:28]([C:29](=[O:30])[O:31][C:32]([CH3:33])([CH3:34])[CH3:35])[C:36](=[O:37])[O:38][C:39]([CH3:40])([CH3:41])[CH3:42])[n:20][c:21]3[cH:22][cH:23][cH:24][cH:25][c:26]3[c:27]12. Starting materials: CCOc1cc([N+](=O)[O-])ccc1C(=O)O, [K+], O=[N+]([O-])[O-], O=S(=O)(O)O. Yields the product CCOc1cc([N+](=O)[O-])c([N+](=O)[O-])cc1C(=O)O. As a reaction SMILES: [CH2:6]([CH3:7])[O:8][c:9]1[c:10]([C:11](=[O:12])[OH:13])[cH:14][cH:15][c:16]([N+:18](=[O:19])[O-:20])[cH:17]1.[K+:1].[O-:2][N+:3]([O-:4])=[O:5].[S:21](=[O:22])(=[O:23])([OH:24])[OH:25]>>[O:2]=[N+:3]([O-:4])[c:15]1[cH:14][c:10]([C:11](=[O:12])[OH:13])[c:9]([O:8][CH2:6][CH3:7])[cH:17][c:16]1[N+:18](=[O:19])[O-:20]. Reactants: Cl(=O)(=O)(=O)O (Perchloric acid), C(C)(C)(C)OC(=O)N1C(CCCC1)CCCC(=O)OC (tert-Butyl-2-(4-methoxy-4-oxobutyl)piperidine-1-carboxylate). The solvent is O1CCOCC1 (dioxane), O (H2O). Reaction conditions: temperature 50 celsius, time 8 hour. The product is Cl.N1C(CCCC1)CCCC(=O)OC (Methyl 4-(piperidin-2-yl)butanoate hydrochloride). The yield is 372.8%. Reaction SMILES: [Cl:1](O)(=O)(=O)=O.C(OC([N:13]1[CH2:18][CH2:17][CH2:16][CH2:15][CH:14]1[CH2:19][CH2:20][CH2:21][C:22]([O:24][CH3:25])=[O:23])=O)(C)(C)C>O1CCOCC1.O>[ClH:1].[NH:13]1[CH2:18][CH2:17][CH2:16][CH2:15][CH:14]1[CH2:19][CH2:20][CH2:21][C:22]([O:24][CH3:25])=[O:23] |f:4.5|. Procedure details: Perchloric acid (4.96 ml, 57.4 mmol) was added to a solution of 3 (56.02 g, 287 mmol) in dioxane (1124 ml) and H2O (856 ml) and the reaction mixture was stirred at 50° C. overnight. The reaction mixture was concentrated to half its volume and aqueous saturated NaHCO3 was added. The H2O layer was extracted with CH2Cl2 (2×) and the combined organic layer was washed with brine, dried (Na2SO4) and concentrated. Purification by column chromatography (silica, heptane/EtOAc, 2:3->1:2) yielded 4 (47.45 ...